From a dataset of the Open Reaction Database (ORD), a public repository of structured organic reaction records. describe an organic reaction: reactants, conditions, products, and yield Product: C[Si](C)(C)C#Cc1ccc(S(N)(=O)=O)cc1. Reactants: NS(=O)(=O)c1ccc(Br)cc1, C#C[Si](C)(C)C, CCOCC, Cc1ccccc1, [Cu]I, c1ccc(P(c2ccccc2)(c2ccccc2)[Pd](P(c2ccccc2)(c2ccccc2)c2ccccc2)(P(c2ccccc2)(c2ccccc2)c2ccccc2)P(c2ccccc2)(c2ccccc2)c2ccccc2)cc1. RXN SMILES: [Br:1][c:2]1[cH:3][cH:4][c:5]([S:8](=[O:9])(=[O:10])[NH2:11])[cH:6][cH:7]1.[C:12](#[CH:13])[Si:14]([CH3:15])([CH3:16])[CH3:17].[CH2:18]([O:19][CH2:20][CH3:21])[CH3:22].[CH3:23][c:24]1[cH:25][cH:26][cH:27][cH:28][cH:29]1.[Cu:107][I:108].[cH:30]1[cH:31][cH:32][c:33]([P:34]([Pd:35]([P:36]([c:37]2[cH:38][cH:39][cH:40][cH:41][cH:42]2)([c:43]2[cH:44][cH:45][cH:46][cH:47][cH:48]2)[c:49]2[cH:50][cH:51][cH:52][cH:53][cH:54]2)([P:55]([c:56]2[cH:57][cH:58][cH:59][cH:60][cH:61]2)([c:62]2[cH:63][cH:64][cH:65][cH:66][cH:67]2)[c:68]2[cH:69][cH:70][cH:71][cH:72][cH:73]2)[P:74]([c:75]2[cH:76][cH:77][cH:78][cH:79][cH:80]2)([c:81]2[cH:82][cH:83][cH:84][cH:85][cH:86]2)[c:87]2[cH:88][cH:89][cH:90][cH:91][cH:92]2)([c:93]2[cH:94][cH:95][cH:96][cH:97][cH:98]2)[c:99]2[cH:100][cH:101][cH:102][cH:103][cH:104]2)[cH:105][cH:106]1>>[c:2]1([C:13]#[C:12][Si:14]([CH3:15])([CH3:16])[CH3:17])[cH:3][cH:4][c:5]([S:8](=[O:9])(=[O:10])[NH2:11])[cH:6][cH:7]1. Isolated yield 90.0%. The reactants are Cl.C(C1=CC=CC=C1)N1CC(C(CC1)=O)C(=O)OCC (1-Benzyl-3-ethoxycarbonyl-4-piperidone hydrochloride), C(C)(=O)O.C(=N)N (formamidine acetate), C[O-].[Na+] (sodium methoxide), CO (methanol). Procedure: 1-Benzyl-3-ethoxycarbonyl-4-piperidone hydrochloride (12.89 g, 43.3 mmol) was suspended in a sodium methoxide solution in methanol (25% wt/wt, 50 mL, 216.2 mmol) and formamidine acetate (5.4 g, 51.9 mmol) was added to the mixture. The reaction mixture was refluxed until all of the starting material was consumed (2 h). The methanol was removed under vacuum, and the resulting white solid was dissolved in a 3:1 mixture of chloroform: isopropanol. The mixture was washed with water and brine, dried o... As a reaction SMILES: Cl.[CH2:2]([N:9]1[CH2:14][CH2:13][C:12](=O)[CH:11](C(OCC)=O)[CH2:10]1)[C:3]1[CH:8]=[CH:7][CH:6]=[CH:5][CH:4]=1.C[O-].[Na+].CO.[C:26]([OH:29])(=O)C.[CH:30]([NH2:32])=[NH:31]>>[CH2:2]([N:9]1[CH2:14][CH2:13][C:12]2[C:26](=[O:29])[NH:32][CH:30]=[N:31][C:11]=2[CH2:10]1)[C:3]1[CH:4]=[CH:5][CH:6]=[CH:7][CH:8]=1 |f:0.1,2.3,5.6|. The product is C(C1=CC=CC=C1)N1CC=2N=CNC(C2CC1)=O (7-Benzyl-5,6,7,8-tetrahydropyrido[3,4-d]pyrimidin-4(3H)-one). The reactants are CC(=O)O, COC(=O)CNc1ccc(F)c(C)c1, O=N[O-], [Na+], O, [Zn]. The product is COC(=O)CN(N)c1ccc(F)c(C)c1. RXN SMILES: [CH3:19][C:20](=[O:21])[OH:22].[CH3:1][O:2][C:3]([CH2:4][NH:5][c:6]1[cH:7][c:8]([CH3:13])[c:9]([F:12])[cH:10][cH:11]1)=[O:14].[N:15]([O-:16])=[O:17].[Na+:18].[OH2:23].[Zn:24]>>[CH3:1][O:2][C:3]([CH2:4][N:5]([c:6]1[cH:7][c:8]([CH3:13])[c:9]([F:12])[cH:10][cH:11]1)[NH2:15])=[O:14]. Reactants: IC1=C(C=CC=C1)S(=O)(=O)Cl (2-Iodobenzenesulphonyl chloride), NC1=NC=C(N=C1OC)C (2-amino-3-methoxy-5-methylpyrazine). Run in N1=CC=CC=C1 (pyridine). Conditions: temperature 70 celsius. Product: COC=1C(=NC=C(N1)C)NS(=O)(=O)C1=C(C=CC=C1)I (N-(3-methoxy-5-methyl-2-pyrazinyl)-2-iodobenzenesulphonamide). Yield: 44.4%. As a reaction SMILES: [I:1][C:2]1[CH:7]=[CH:6][CH:5]=[CH:4][C:3]=1[S:8](Cl)(=[O:10])=[O:9].[NH2:12][C:13]1[C:18]([O:19][CH3:20])=[N:17][C:16]([CH3:21])=[CH:15][N:14]=1>N1C=CC=CC=1>[CH3:20][O:19][C:18]1[C:13]([NH:12][S:8]([C:3]2[CH:4]=[CH:5][CH:6]=[CH:7][C:2]=2[I:1])(=[O:10])=[O:9])=[N:14][CH:15]=[C:16]([CH3:21])[N:17]=1. Procedure: 2-Iodobenzenesulphonyl chloride (obtained as described in J Org Chem, 1977, 42, 3265) (12.1 g) was added to a solution of 2-amino-3-methoxy-5-methylpyrazine (5.6 g) in pyridine (100 ml) and the solution was heated at 70° C. for 8 hours. Volatile material was removed by evaporation and water (200 ml) was added to the residue. The mixture was extracted with ethyl acetate (2×200 ml) and the extracts were washed with 2M hydrochloric acid (200 ml) and water (200 ml). The extracts were dried (MgSO4) a... Reactants: NC(=O)c1ccc(Br)cc1, COc1cc(Cc2cnc(N)nc2N)cc([Sn](C)(C)C)c1OC, [Cl-], [Li+], C1COCCO1. Product: COc1cc(Cc2cnc(N)nc2N)cc(-c2ccc(C(N)=O)cc2)c1OC. RXN SMILES: [Br:24][c:25]1[cH:26][cH:27][c:28]([C:29](=[O:30])[NH2:31])[cH:32][cH:33]1.[CH3:1][O:2][c:3]1[cH:4][c:5]([CH2:6][c:7]2[c:8]([NH2:14])[n:9][c:10]([NH2:13])[n:11][cH:12]2)[cH:15][c:16]([Sn:20]([CH3:21])([CH3:22])[CH3:23])[c:17]1[O:18][CH3:19].[Cl-:35].[Li+:34].[O:36]1[CH2:37][CH2:38][O:39][CH2:40][CH2:41]1>>[CH3:1][O:2][c:3]1[cH:4][c:5]([CH2:6][c:7]2[c:8]([NH2:14])[n:9][c:10]([NH2:13])[n:11][cH:12]2)[cH:15][c:16](-[c:25]2[cH:26][cH:27][c:28]([C:29](=[O:30])[NH2:31])[cH:32][cH:33]2)[c:17]1[O:18][CH3:19].